From a dataset of the Open Reaction Database (ORD), a public repository of structured organic reaction records. describe an organic reaction: reactants, conditions, products, and yield Reactants: C(CC(O)(C(=O)O)CC(=O)O)(=O)O (citric acid), C([O-])(O)=O.[Na+] (sodium bicarbonate), C(C)(C)(C)OC(=O)N[C@@H](CC(C)C)C(=O)O (N-tertiarybutoxycarbonyl-L-leucine), C(C)(C)(C)OC([C@@H](N)CC1=CC=C(C=C1)OC)=O (O-methyl-L-tyrosine t-butyl ester), ON1N=NC2=C1C=CC=C2 (1-hydroxybenzotriazole), CN1CCOCC1 (N-methylmorpholine), Cl.C(C)N=C=NCCCN(C)C (N-ethyl-N'-(3-dimethylaminopropyl)carbodiimide hydrochloride). Run in CCCCCC (hexane), C(C)(=O)OCC (ethyl acetate), [Cl-].[Na+].O (brine), [Cl-].[Na+].O (brine), O (water), CN(C)C=O (DMF). Reaction conditions: time 1 hour. Product: C(C1=CC=CC=C1)OC(=O)N[C@@H](CC(C)C)C(=O)N[C@@H](CC1=CC=C(C=C1)OC)C(=O)O (N-(Benzyloxycarbonyl)-L-leucyl-O-methyl-L-tyrosine). Isolated yield 69.5%. As a reaction SMILES: [C:1]([O:5][C:6]([NH:8][C@H:9]([C:14]([OH:16])=O)[CH2:10][CH:11]([CH3:13])[CH3:12])=[O:7])([CH3:4])(C)C.C([O:21][C:22](=[O:34])[C@H:23]([CH2:25][C:26]1[CH:31]=[CH:30][C:29]([O:32][CH3:33])=[CH:28][CH:27]=1)[NH2:24])(C)(C)C.ON1[C:40]2[CH:41]=C[CH:43]=[CH:44][C:39]=2N=N1.CN1CCOCC1.Cl.C(N=C=NCCCN(C)C)C.C(O)(=O)CC(CC(O)=O)(C(O)=O)O.C(=O)(O)[O-].[Na+]>CN(C=O)C.[Cl-].[Na+].O.CCCCCC.C(OCC)(=O)C.O>[CH2:1]([O:5][C:6]([NH:8][C@H:9]([C:14]([NH:24][C@H:23]([C:22]([OH:21])=[O:34])[CH2:25][C:26]1[CH:27]=[CH:28][C:29]([O:32][CH3:33])=[CH:30][CH:31]=1)=[O:16])[CH2:10][CH:11]([CH3:12])[CH3:13])=[O:7])[C:4]1[CH:43]=[CH:44][CH:39]=[CH:40][CH:41]=1 |f:4.5,7.8,10.11.12|. Reported procedure: To a cold (0°) solution of N-tertiarybutoxycarbonyl-L-leucine (4 g, 15.1 mM), O-methyl-L-tyrosine t-butyl ester (3.8 g, 15.1 mM) and 1-hydroxybenzotriazole (2.43 g, 15.9 mM) in DMF (30 ml) was added N-methylmorpholine (1.61 g, 15.9 mM) and N-ethyl-N'-(3-dimethylaminopropyl)carbodiimide hydrochloride (3.04 g, 15.9 mM). After stirring at 0° for 1 h the solution was allowed to warm to room temperature overnight. The reaction mixture was then concentrated in vacuo, dissolved in ethyl acetate, washed...